From a dataset of the Open Reaction Database (ORD), a public repository of structured organic reaction records. describe an organic reaction: reactants, conditions, products, and yield Starting materials: C1(=CC=C(C=C1)S(=O)(=O)O)C (p-toluenesulphonic acid), O1CCCC=C1 (3,4-dihydro-2H-pyrane), OC1=C(C=CC=C1O)[N+](=O)[O-] (2,3-dihydroxy-nitrobenzene). The solvent is C1=CC=CC=C1 (benzene). Conditions: time 7 day. Yields the product OC1=C(C=CC=C1OC1OCCCC1)[N+](=O)[O-] (2-hydroxy-3-(tetrahydropyran2-yloxy)-nitrobenzene). As a reaction SMILES: C1(C)C=CC(S(O)(=O)=O)=CC=1.[O:12]1[CH:17]=[CH:16][CH2:15][CH2:14][CH2:13]1.[OH:18][C:19]1[C:24]([OH:25])=[CH:23][CH:22]=[CH:21][C:20]=1[N+:26]([O-:28])=[O:27]>C1C=CC=CC=1>[OH:18][C:19]1[C:24]([O:25][CH:17]2[CH2:16][CH2:15][CH2:14][CH2:13][O:12]2)=[CH:23][CH:22]=[CH:21][C:20]=1[N+:26]([O-:28])=[O:27]. Reported procedure: 0.030 g of p-toluenesulphonic acid and 17.8 g of 3,4-dihydro-2H-pyrane are added to a mixture of 29.8 g of 2,3-dihydroxy-nitrobenzene in 400 ml of absolute benzene and the solution is left to stand for 7 days at 20°. It is filtered through 15 g of a silica gel formulation (Merck silica gel 60; grain size 0.063-0.200 mm) and the silica gel is rinsed with benzene. After distilling off the benzene under reduced pressure, a reddish oil is obtained which, when crystallised from hexane, gives 2-hydrox... Starting materials: CCNCc1cc(C(F)(F)F)ccc1Oc1cc(CC(=O)OCC)ccc1OC, COC(=O)Cl. Reaction SMILES: [CH2:1]([CH3:2])[O:3][C:4]([CH2:5][c:6]1[cH:7][c:8]([O:14][c:15]2[c:16]([CH2:25][NH:26][CH2:27][CH3:28])[cH:17][c:18]([C:21]([F:22])([F:23])[F:24])[cH:19][cH:20]2)[c:9]([O:12][CH3:13])[cH:10][cH:11]1)=[O:29].[Cl:30][C:31](=[O:32])[O:33][CH3:34]>>[CH2:1]([CH3:2])[O:3][C:4]([CH2:5][c:6]1[cH:7][c:8]([O:14][c:15]2[c:16]([CH2:25][N:26]([CH2:27][CH3:28])[C:31](=[O:32])[O:33][CH3:34])[cH:17][c:18]([C:21]([F:22])([F:23])[F:24])[cH:19][cH:20]2)[c:9]([O:12][CH3:13])[cH:10][cH:11]1)=[O:29]. The product is CCOC(=O)Cc1ccc(OC)c(Oc2ccc(C(F)(F)F)cc2CN(CC)C(=O)OC)c1. Reactants: C1(=CCCCC1)C(=O)O (1-cyclohexene-1-carboxylic acid), ClCC(=O)OC(CCl)=O (monochloroacetic anhydride), COC1=C(C=CC=C1)OC (1,2-dimethoxybenzene). The solvent is ClC(C)Cl (dichloroethane). Reaction conditions: temperature 75 celsius, time 6 hour. Product: C1(=CCCCC1)C(=O)C1=CC(=C(C=C1)OC)OC (4-(1-cyclohexenoyl)-1,2-dimethoxybenzene). Isolated yield 59.0%. As a reaction SMILES: [C:1]1([C:7](O)=[O:8])[CH2:6][CH2:5][CH2:4][CH2:3][CH:2]=1.ClCC(OC(=O)CCl)=O.[CH3:19][O:20][C:21]1[CH:26]=[CH:25][CH:24]=[CH:23][C:22]=1[O:27][CH3:28]>ClC(Cl)C>[C:1]1([C:7]([C:24]2[CH:25]=[CH:26][C:21]([O:20][CH3:19])=[C:22]([O:27][CH3:28])[CH:23]=2)=[O:8])[CH2:6][CH2:5][CH2:4][CH2:3][CH:2]=1. Procedure details: In 50 ml of dichloroethane were dissolved 6.31 g (0.05 mole) of 1-cyclohexene-1-carboxylic acid and 10.26 g (0.06 mole) of monochloroacetic anhydride. To the resulting solution were added 8.98 g (0.065 mole) of 1,2-dimethoxybenzene and 0.71 g of boron trifluoridediethyl ether complex and the resulting mixture was then stirred at 75° C. for 6 hours. After completion of the reaction, the reaction solution was cooled and washed successively with water, 5% aqueous sodium carbonate solution and water... Starting materials: O (water), aqueous solution, [OH-].[Na+] (sodium hydroxide), C(C1=CC=CC=C1)(=O)OCC(CCCC1=C(C=C(C=C1)OC1=CC(=CC=C1)OCC1=CC=CC=C1)Cl)NC1=CC=CC=C1 (1-benzoyloxy-5-[4-(3-benzyloxyphenoxy)-2-chlorophenyl]-2-phenylaminopentane). The solvent is C(C)O (ethanol). Reaction conditions: time 1 hour. Yields the product C(C1=CC=CC=C1)OC=1C=C(OC2=CC(=C(C=C2)CCCC(CO)NC2=CC=CC=C2)Cl)C=CC1 (5-[4-(3-benzyloxyphenoxy)-2-chlorophenyl]-2-phenylaminopentane-1-ol). Yield: 62.8%. Reaction SMILES: C([O:9][CH2:10][CH:11]([NH:37][C:38]1[CH:43]=[CH:42][CH:41]=[CH:40][CH:39]=1)[CH2:12][CH2:13][CH2:14][C:15]1[CH:20]=[CH:19][C:18]([O:21][C:22]2[CH:27]=[CH:26][CH:25]=[C:24]([O:28][CH2:29][C:30]3[CH:35]=[CH:34][CH:33]=[CH:32][CH:31]=3)[CH:23]=2)=[CH:17][C:16]=1[Cl:36])(=O)C1C=CC=CC=1.[OH-].[Na+].O>C(O)C>[CH2:29]([O:28][C:24]1[CH:23]=[C:22]([CH:27]=[CH:26][CH:25]=1)[O:21][C:18]1[CH:19]=[CH:20][C:15]([CH2:14][CH2:13][CH2:12][CH:11]([NH:37][C:38]2[CH:43]=[CH:42][CH:41]=[CH:40][CH:39]=2)[CH2:10][OH:9])=[C:16]([Cl:36])[CH:17]=1)[C:30]1[CH:31]=[CH:32][CH:33]=[CH:34][CH:35]=1 |f:1.2|. Reported procedure: The compound of Example 128-2 (560 mg) was dissolved in ethanol (10 mL). To this solution, a 1 mol/L aqueous solution of sodium hydroxide (5 mL) was added and the mixture was stirred at room temperature for 1 hour. Following addition of water, the mixture was extracted with ethyl acetate and the extract was washed with a saturated aqueous solution of sodium chloride. The organic phase was then dried over anhydrous sodium sulfate. The solvent was concentrated and the residue was purified on a sil...